This data is from the Open Reaction Database (ORD), a public repository of structured organic reaction records. The task is: describe an organic reaction: reactants, conditions, products, and yield Starting materials: C(C)(C)(C)OC(=O)N[C@@H](CC(=O)OCC)CC1=CC=C(C=C1)C1=C(C=CC(=C1)F)OC ((R)-ethyl 3-(tert-butoxycarbonylamino)-4-(5′-fluoro-2′-methoxybiphenyl-4-yl)butanoate), O1CCOCC1 (1,4-dioxane), Cl (HCl). Conditions: time 1 hour. Yields the product Cl.N[C@@H](CC(=O)OCC)CC1=CC=C(C=C1)C1=C(C=CC(=C1)F)OC ((R)-ethyl 3-amino-4-(5′-fluoro-2′-methoxybiphenyl-4-yl)butanoate hydrochloride salt). Reaction SMILES: C(OC([NH:8][C@H:9]([CH2:16][C:17]1[CH:22]=[CH:21][C:20]([C:23]2[CH:28]=[C:27]([F:29])[CH:26]=[CH:25][C:24]=2[O:30][CH3:31])=[CH:19][CH:18]=1)[CH2:10][C:11]([O:13][CH2:14][CH3:15])=[O:12])=O)(C)(C)C.O1CCOCC1.[ClH:38]>>[ClH:38].[NH2:8][C@H:9]([CH2:16][C:17]1[CH:22]=[CH:21][C:20]([C:23]2[CH:28]=[C:27]([F:29])[CH:26]=[CH:25][C:24]=2[O:30][CH3:31])=[CH:19][CH:18]=1)[CH2:10][C:11]([O:13][CH2:14][CH3:15])=[O:12] |f:3.4|. Procedure details: A solution of (R)-ethyl 3-(tert-butoxycarbonylamino)-4-(5′-fluoro-2′-methoxybiphenyl-4-yl)butanoate, (2.86 g, 6.62 mmol) in 4M HCl in 1,4-dioxane (33.1 ml, 132 mmol) is stirred at room temperature. After stirring for 1 hour, the reaction mixture is concentrated under reduced pressure to give (R)-ethyl 3-amino-4-(5′-fluoro-2′-methoxybiphenyl-4-yl)butanoate hydrochloride salt (2.44 g). HPLC retention time=1.46 minutes (condition A); MS (m+1)=332.3; 1H NMR (400 MHz, CHLOROFORM-d) δ ppm 1.15 (t, J=6... Starting materials: C1(=CC=C(C=C1)C(=O)Cl)C (ρ-toluoyl chloride), [Cl-].[Al+3].[Cl-].[Cl-] (aluminum chloride), C(C)OC(=O)C1=C(N(C=C1C)C)CC(=O)OCC (ethyl 3-ethoxycarbonyl-1,4-dimethylpyrrole-2-acetate). Run in ClCCCl (1,2-dichloroethane), ClCCCl (1,2-dichloroethane). Yields the product CN1C(=C(C(=C1C(=O)C1=CC=C(C=C1)C)C)C(=O)OCC)CC(=O)OCC (ethyl 1,4-dimethyl-3-ethoxycarbonyl-5-(ρ-toluoyl)-pyrrole-2-acetate). As a reaction SMILES: [C:1]1([CH3:10])[CH:6]=[CH:5][C:4]([C:7](Cl)=[O:8])=[CH:3][CH:2]=1.[Cl-].[Al+3].[Cl-].[Cl-].[CH2:15]([O:17][C:18]([C:20]1[C:24]([CH3:25])=[CH:23][N:22]([CH3:26])[C:21]=1[CH2:27][C:28]([O:30][CH2:31][CH3:32])=[O:29])=[O:19])[CH3:16]>ClCCCl>[CH3:26][N:22]1[C:23]([C:7]([C:4]2[CH:5]=[CH:6][C:1]([CH3:10])=[CH:2][CH:3]=2)=[O:8])=[C:24]([CH3:25])[C:20]([C:18]([O:17][CH2:15][CH3:16])=[O:19])=[C:21]1[CH2:27][C:28]([O:30][CH2:31][CH3:32])=[O:29] |f:1.2.3.4|. Reported procedure: A solution of 30.8 g. ρ-toluoyl chloride and 26.6 g. (0.2 mole) of aluminum chloride in 250 ml. of 1,2-dichloroethane is added to a refluxing solution of 50.6 g. (0.2 mole) of ethyl 3-ethoxycarbonyl-1,4-dimethylpyrrole-2-acetate in 250 ml. of 1,2-dichloroethane over 30 min. The mixture is heated under reflux for 90 min. and poured into ice-dilute hydrochloric acid. The organic solution is separated, washed with brine, and dried over magnesium sulfate. The solven is evaporated in vacuo, and the r... Reactants: SC=1SC2=C(N1)C=CC=C2 (2-Mercaptobenzothiazole), [OH-].C(C1=CC=CC=C1)[N+](C)(C)C (benzyltrimethylammonium hydroxide), C(C=C)#N (Acrylonitrile). The solvent is C(C)(C)(C)O (t-butanol). Run at time 7 day. The product is S1C(=NC2=C1C=CC=C2)SCCC#N (β-(2-Benzothiazolyl)mercaptopropionitrile). As a reaction SMILES: [SH:1][C:2]1[S:3][C:4]2[CH:10]=[CH:9][CH:8]=[CH:7][C:5]=2[N:6]=1.[OH-].[CH2:12]([N+:19](C)(C)C)[C:13]1C=CC=C[CH:14]=1.C(#N)C=C>C(O)(C)(C)C>[S:3]1[C:4]2[CH:10]=[CH:9][CH:8]=[CH:7][C:5]=2[N:6]=[C:2]1[S:1][CH2:14][CH2:13][C:12]#[N:19] |f:1.2|. Reported procedure: 2-Mercaptobenzothiazole (25.0 g; 0.15 moles) was mixed with t-butanol (125 ml) and benzyltrimethylammonium hydroxide (40% in methanol; 3 ml). Acrylonitrile (15.9 g; 0.30 moles) was added dropwise and the mixture stirred at room temperature for 7 days. The product was removed by filtration and recrystallized from benzene.